From a dataset of the Open Reaction Database (ORD), a public repository of structured organic reaction records. describe an organic reaction: reactants, conditions, products, and yield The reactants are C1(=CC=CC=C1)C1=NOC(=C1)C=O (3-phenyl-5-isoxazolecarbaldehyde), N1CCC(CC1)CC(=O)OCC (ethyl 2-(piperidin-4-yl)acetate), C([O-])(O)=O.[Na+] (sodium bicarbonate), C(C)(=O)O[BH-](OC(C)=O)OC(C)=O.C[N+](C)(C)C (Tetramethylammonium triacetoxyborohydride). The solvent is C(C)#N (acetonitrile), C(C)(=O)O (acetic acid). Conditions: time 8 hour. Product: C1(=CC=CC=C1)C1=NOC(=C1)CN1CCC(CC1)CC(=O)OCC (Ethyl {1-[(3-phenyl-5-isoxazolyl)methyl]-4-piperidinyl}acetate). Isolated yield 71.2%. RXN SMILES: [C:1]1([C:7]2[CH:11]=[C:10]([CH:12]=O)[O:9][N:8]=2)[CH:6]=[CH:5][CH:4]=[CH:3][CH:2]=1.[NH:14]1[CH2:19][CH2:18][CH:17]([CH2:20][C:21]([O:23][CH2:24][CH3:25])=[O:22])[CH2:16][CH2:15]1.C(O[BH-](OC(=O)C)OC(=O)C)(=O)C.C[N+](C)(C)C.C(=O)(O)[O-].[Na+]>C(#N)C.C(O)(=O)C>[C:1]1([C:7]2[CH:11]=[C:10]([CH2:12][N:14]3[CH2:19][CH2:18][CH:17]([CH2:20][C:21]([O:23][CH2:24][CH3:25])=[O:22])[CH2:16][CH2:15]3)[O:9][N:8]=2)[CH:2]=[CH:3][CH:4]=[CH:5][CH:6]=1 |f:2.3,4.5|. Procedure: A solution of the compound prepared in Example 7 (500 mg), ethyl 2-(piperidin-4-yl)acetate (494 mg) and acetic acid (0.33 mL) in acetonitrile (15 mL) was stirred for 30 minutes at room temperature. Tetramethylammonium triacetoxyborohydride (2.28 g) was added and the reaction was stirred overnight. The reaction was poured into a saturated aqueous sodium bicarbonate solution and was extracted three times with ethyl acetate. The organic phases were combined, dried over anhydrous magnesium sulfate a... The reactants are OC1=CC=C(C=C1)C(C(=O)OCC)C (Ethyl 2-(4-hydroxyphenyl)propanoate), [N+](=O)(O)[O-] (nitric acid), ice water. The solvent is C(C)(=O)O (acetic acid). Reaction conditions: temperature 50 celsius, time 1 hour. Product: OC1=C(C=C(C=C1)C(C(=O)OCC)C)[N+](=O)[O-] (Ethyl 2-(4-hydroxy-3-nitrophenyl)propanoate). RXN SMILES: [OH:1][C:2]1[CH:7]=[CH:6][C:5]([CH:8]([CH3:14])[C:9]([O:11][CH2:12][CH3:13])=[O:10])=[CH:4][CH:3]=1.[N+:15]([O-])([OH:17])=[O:16]>C(O)(=O)C>[OH:1][C:2]1[CH:3]=[CH:4][C:5]([CH:8]([CH3:14])[C:9]([O:11][CH2:12][CH3:13])=[O:10])=[CH:6][C:7]=1[N+:15]([O-:17])=[O:16]. Reported procedure: Ethyl 2-(4-hydroxyphenyl)propanoate (275 mg, 1.42 mmol) in acetic acid (2 mL) was added nitric acid (60-62%, 300 mg, 2.86 mmol) at room temperature. The mixture was stirred for 1 hour at 50° C. and cooled to room temperature. The reaction mixture was poured into ice water (20 mL) and extracted with EtOAc. The organic layer was dried with MgSO4 and filtered. EtOAc was removed by evaporation. The residue was purified by column chromatography eluting with n-Hexane/EtOAc=6/1. Starting materials: B, O=C(c1sccc1Br)N1CCOCC1, CSC, CO, C1CCOC1. The product is Brc1ccsc1CN1CCOCC1. Reaction SMILES: [BH3:18].[Br:1][c:2]1[c:3]([C:7](=[O:8])[N:9]2[CH2:10][CH2:11][O:12][CH2:13][CH2:14]2)[s:4][cH:5][cH:6]1.[CH3:15][S:16][CH3:17].[CH3:19][OH:20].[O:21]1[CH2:22][CH2:23][CH2:24][CH2:25]1>>[Br:1][c:2]1[c:3]([CH2:7][N:9]2[CH2:10][CH2:11][O:12][CH2:13][CH2:14]2)[s:4][cH:5][cH:6]1.